From a dataset of the Open Reaction Database (ORD), a public repository of structured organic reaction records. describe an organic reaction: reactants, conditions, products, and yield Starting materials: NCC(COC1=C(C=C(C=C1C)C1=NOC(=N1)C=1C=NC(=C(C1)Cl)OC(C)C)C)O ((RS)-1-amino-3-{4-[5-(5-chloro-6-isopropoxy-pyridin-3-yl)-[1,2,4]oxadiazol-3-yl]-2,6-dimethyl-phenoxy}-propan-2-ol), C(CO)(=O)O (glycolic acid), CCN(C(C)C)C(C)C (Hünig's base), CN(C)C(=[N+](C)C)ON1C2=C(C=CC=C2)N=N1.[B-](F)(F)(F)F (TBTU). Solvent: C(Cl)Cl (DCM), CC(OCC)=O (EA). Conditions: temperature 0 celsius, time 1 hour. The product is ClC=1C=C(C=NC1OC(C)C)C1=NC(=NO1)C1=CC(=C(OCC(CNC(CO)=O)O)C(=C1)C)C (N—((RS)-3-{4-[5-(5-chloro-6-isopropoxy-pyridin-3-yl)-[1,2,4]oxadiazol-3-yl]-2,6-dimethyl-phenoxy}-2-hydroxy-propyl)-2-hydroxy-acetamide). Yield: 14.3%. As a reaction SMILES: [NH2:1][CH2:2][CH:3]([OH:30])[CH2:4][O:5][C:6]1[C:11]([CH3:12])=[CH:10][C:9]([C:13]2[N:17]=[C:16]([C:18]3[CH:19]=[N:20][C:21]([O:25][CH:26]([CH3:28])[CH3:27])=[C:22]([Cl:24])[CH:23]=3)[O:15][N:14]=2)=[CH:8][C:7]=1[CH3:29].[C:31](O)(=[O:34])[CH2:32][OH:33].CCN(C(C)C)C(C)C.CN(C(ON1N=NC2C=CC=CC1=2)=[N+](C)C)C.[B-](F)(F)(F)F>C(Cl)Cl.CC(=O)OCC>[Cl:24][C:22]1[CH:23]=[C:18]([C:16]2[O:15][N:14]=[C:13]([C:9]3[CH:10]=[C:11]([CH3:12])[C:6]([O:5][CH2:4][CH:3]([OH:30])[CH2:2][NH:1][C:32](=[O:33])[CH2:31][OH:34])=[C:7]([CH3:29])[CH:8]=3)[N:17]=2)[CH:19]=[N:20][C:21]=1[O:25][CH:26]([CH3:27])[CH3:28] |f:3.4|. Procedure details: To a solution of (RS)-1-amino-3-{4-[5-(5-chloro-6-isopropoxy-pyridin-3-yl)-[1,2,4]oxadiazol-3-yl]-2,6-dimethyl-phenoxy}-propan-2-ol (313 mg, 0.6 mmol) in DCM (10 mL), glycolic acid (95 mg, 1.25 mmol) and Hünig's base (233 mg, 1.8 mmol) are added. The mixture is cooled to 0° C. and TBTU (236 mg, 0.74 mmol) is added. The mixture is stirred at 0° C. for 1 h, then at rt for 16 h before it is diluted with EA (250 mL), washed with 1N aq. NaOH solution (3×25 mL), 1N aq. KHSO4 (25 mL) and brine (25 mL),... RXN SMILES: [CH2:27]([CH2:28][CH2:29][CH3:30])[O:31][NH2:32].[CH3:1][O:2][N:3]=[C:4]([C:5](=[O:6])[O:7][CH3:8])[c:9]1[c:10]([CH2:15][O:16][c:17]2[cH:18][c:19]([C:23]([CH3:24])=[O:25])[cH:20][cH:21][cH:22]2)[cH:11][cH:12][cH:13][cH:14]1.[CH3:33][OH:34].[ClH:26]>>[CH3:1][O:2][N:3]=[C:4]([C:5](=[O:6])[O:7][CH3:8])[c:9]1[c:10]([CH2:15][O:16][c:17]2[cH:18][c:19]([C:23]([CH3:24])=[N:32][O:31][CH2:27][CH2:28][CH2:29][CH3:30])[cH:20][cH:21][cH:22]2)[cH:11][cH:12][cH:13][cH:14]1. Reactants: CCCCON, CON=C(C(=O)OC)c1ccccc1COc1cccc(C(C)=O)c1, CO, Cl. Yields the product CCCCON=C(C)c1cccc(OCc2ccccc2C(=NOC)C(=O)OC)c1. Reactants: CS(=O)(=O)OCCCCC1=C(C2=C(C(=NO2)C(F)(F)F)C=C1)CCC (4-[7-propyl-3-(trifluoromethyl)-1,2-benzisoxazol-6-yl]butyl methanesulfonate), C(=O)([O-])[O-].[Cs+].[Cs+] (Cs2CO3), N1C(=O)NC(=O)CC1 (5,6-dihydrouracil). Solvent: CN(C)C=O (DMF). The product is C(CC)C1=C(C=CC=2C(=NOC21)C(F)(F)F)CCCCN2C(NC(CC2)=O)=O (1-{4-[7-propyl-3-(trifluoromethyl)-1,2-benzisoxazol-6-yl]butyl}dihydropyrimidine-2,4(1H,3H)-dione). Reaction SMILES: CS(O[CH2:6][CH2:7][CH2:8][CH2:9][C:10]1[CH:22]=[CH:21][C:13]2[C:14]([C:17]([F:20])([F:19])[F:18])=[N:15][O:16][C:12]=2[C:11]=1[CH2:23][CH2:24][CH3:25])(=O)=O.C([O-])([O-])=O.[Cs+].[Cs+].[NH:32]1[CH2:39][CH2:38][C:36](=[O:37])[NH:35][C:33]1=[O:34]>CN(C=O)C>[CH2:23]([C:11]1[C:12]2[O:16][N:15]=[C:14]([C:17]([F:20])([F:19])[F:18])[C:13]=2[CH:21]=[CH:22][C:10]=1[CH2:9][CH2:8][CH2:7][CH2:6][N:32]1[CH2:39][CH2:38][C:36](=[O:37])[NH:35][C:33]1=[O:34])[CH2:24][CH3:25] |f:1.2.3|. Procedure details: A mixture of 4-[7-propyl-3-(trifluoromethyl)-1,2-benzisoxazol-6-yl]butyl methanesulfonate (60 mg, 0.16 mmol), from this Example step 5, Cs2CO3 (206 mg, 0.63 mmol) and 5,6-dihydrouracil (54.2 mg, 0.48 mmol) in dry DMF (1.5 mL) was stirred at room temperature overnight. The reaction mixture was partitioned between ethyl acetate and water. Combined organic extracts were washed with water and brine, dried over Na2SO4 and the solvent evaporated in vacuo. The residue was purified by preparative TLC us...